This data is from the Open Reaction Database (ORD), a public repository of structured organic reaction records. The task is: describe an organic reaction: reactants, conditions, products, and yield The reactants are ClC=1C=CC2=C(NC(CC3=C2N=C(N=C3)NC3=CC(=CC=C3)I)=O)C1 (9-chloro-2-(3-iodo-phenylamino)-5H,7H-benzo[b]pyrimido[4,5-d]azepin-6-one), C(C#C)NC(OC(C)(C)C)=O (tert-butyl prop-2-ynylcarbamate), C(C)(C)(C)OC(NCC#CC1=CC(=CC=C1)NC=1N=CC2=C(C3=C(NC(C2)=O)C=C(C=C3)Cl)N1)=O ({3-[3-(9-chloro-6-oxo-6,7-dihydro-5H-benzo[b]pyrimido[4,5-d]azepin-2-ylamino)-phenyl]-prop-2-ynyl}-carbamic acid tert-butyl ester). Yields the product NCC#CC=1C=C(C=CC1)NC=1N=CC2=C(C3=C(NC(C2)=O)C=C(C=C3)Cl)N1 (2-[3-(3-Amino-prop-1-ynyl)-phenylamino]-9-chloro-5H,7H-benzo[b]pyrimido[4,5-d]azepin-6-one). As a reaction SMILES: ClC1C=CC2C3N=C(NC4C=CC=C(I)C=4)N=CC=3CC(=O)NC=2C=1.C(NC(=O)OC(C)(C)C)C#C.C(OC(=O)[NH:43][CH2:44][C:45]#[C:46][C:47]1[CH:52]=[CH:51][CH:50]=[C:49]([NH:53][C:54]2[N:55]=[CH:56][C:57]3[CH2:63][C:62](=[O:64])[NH:61][C:60]4[CH:65]=[C:66]([Cl:69])[CH:67]=[CH:68][C:59]=4[C:58]=3[N:70]=2)[CH:48]=1)(C)(C)C>>[NH2:43][CH2:44][C:45]#[C:46][C:47]1[CH:48]=[C:49]([NH:53][C:54]2[N:55]=[CH:56][C:57]3[CH2:63][C:62](=[O:64])[NH:61][C:60]4[CH:65]=[C:66]([Cl:69])[CH:67]=[CH:68][C:59]=4[C:58]=3[N:70]=2)[CH:50]=[CH:51][CH:52]=1. Procedure: In a manner similar to that described for Method O, 9-chloro-2-(3-iodo-phenylamino)-5H,7H-benzo[b]pyrimido[4,5-d]azepin-6-one (I-58) and tert-butyl prop-2-ynylcarbamate was converted to {3-[3-(9-chloro-6-oxo-6,7-dihydro-5H-benzo[b]pyrimido[4,5-d]azepin-2-ylamino)-phenyl]-prop-2-ynyl}-carbamic acid tert-butyl ester, which was subsequently deprotected according to Method Kto give I-67 (62%): HRMS Calcd. for C21H16ClN5O: 390.1121, Found 390.1117. Starting materials: COc1cc(C(=O)O)ccc1CC#N, O=C(Cl)C(=O)Cl, ClCCl, Cl, NC1CCCCC1O, CN(C)C=O. The product is COc1cc(C(=O)NC2CCCCC2O)ccc1CC#N. Reaction SMILES: [C:1](#[N:2])[CH2:3][c:4]1[c:5]([O:13][CH3:14])[cH:6][c:7]([C:8](=[O:9])[OH:10])[cH:11][cH:12]1.[Cl:15][C:16]([C:17]([Cl:18])=[O:19])=[O:20].[Cl:35][CH2:36][Cl:37].[ClH:26].[NH2:27][CH:28]1[CH:29]([OH:34])[CH2:30][CH2:31][CH2:32][CH2:33]1.[O:21]=[CH:22][N:23]([CH3:24])[CH3:25]>>[C:1](#[N:2])[CH2:3][c:4]1[c:5]([O:13][CH3:14])[cH:6][c:7]([C:8](=[O:10])[NH:27][CH:28]2[CH:29]([OH:34])[CH2:30][CH2:31][CH2:32][CH2:33]2)[cH:11][cH:12]1. Starting materials: ClCCCl, O=C(O)c1c(F)cccc1F, CN(C)C=O, O, On1nnc2ccccc21, Nc1c[nH]nc1-c1nc2ccccc2[nH]1. Yields the product O=C(Nc1c[nH]nc1-c1nc2ccccc2[nH]1)c1c(F)cccc1F. Reaction SMILES: [CH2:27]([Cl:28])[CH2:29][Cl:30].[F:1][c:2]1[c:3]([C:4](=[O:5])[OH:6])[c:7]([F:11])[cH:8][cH:9][cH:10]1.[O:41]=[CH:42][N:43]([CH3:44])[CH3:45].[OH2:46].[OH:31][n:32]1[c:33]2[c:34]([cH:35][cH:36][cH:37][cH:38]2)[n:39][n:40]1.[nH:12]1[c:13](-[c:21]2[n:22][nH:23][cH:24][c:25]2[NH2:26])[n:14][c:15]2[c:16]1[cH:17][cH:18][cH:19][cH:20]2>>[F:1][c:2]1[c:3]([C:4](=[O:6])[NH:26][c:25]2[c:21](-[c:13]3[n:12][c:16]4[c:15]([nH:14]3)[cH:20][cH:19][cH:18][cH:17]4)[n:22][nH:23][cH:24]2)[c:7]([F:11])[cH:8][cH:9][cH:10]1. Reactants: BrC1C(C2=C(OCC1)C=CC(=C2)Br)=O (4,7-dibromo-3,4-dihydro-2H-benzo[b]oxepin-5-one), NNC(=S)N (thiosemicarbazide). The product is BrC=1C=CC2=C(C=3N=C(SC3CCO2)NN)C1 ((9-Bromo-4,5-dihydro-6-oxa-3-thia-1-aza-benzo[e]azulen-2-yl)-hydrazine). Reaction SMILES: Br[CH:2]1[CH2:8][CH2:7][O:6][C:5]2[CH:9]=[CH:10][C:11]([Br:13])=[CH:12][C:4]=2[C:3]1=O.[NH2:15][NH:16][C:17]([NH2:19])=[S:18]>>[Br:13][C:11]1[CH:10]=[CH:9][C:5]2[O:6][CH2:7][CH2:8][C:2]3[S:18][C:17]([NH:16][NH2:15])=[N:19][C:3]=3[C:4]=2[CH:12]=1. Procedure: Following the procedure for 449, Step 2, 4,7-dibromo-3,4-dihydro-2H-benzo[b]oxepin-5-one was reacted with thiosemicarbazide to afford the title compound as a beige solid. LCMS (Method E): RT=3.85 min, [M+H]+=312 and 314. 1H NMR (DMSO-d6): 10.13 (2 H, bs), 9.80 (1 H, bs), 8.49 (1 H, d, J=2.6 Hz), 7.37 (1 H, dd, J=8.6, 2.6 Hz), 6.97 (1 H, d, J=8.6 Hz), 4.29 (2 H, t, J=5.0 Hz), 3.21 (2 H, t, J=5.0 Hz).